Task: describe an organic reaction: reactants, conditions, products, and yield. Dataset: the Open Reaction Database (ORD), a public repository of structured organic reaction records Starting materials: CCOC(=O)CCNc1ccc(Cl)cc1C(=O)N(CCc1cccc(C(F)(F)F)c1)Cc1ccc(C(C)(C)C)cc1, CCO. Yields the product CC(C)(C)c1ccc(CN(CCc2cccc(C(F)(F)F)c2)C(=O)c2cc(Cl)ccc2NCCC(=O)O)cc1. Reaction SMILES: [CH2:1]([CH3:2])[O:3][C:4]([CH2:5][CH2:6][NH:7][c:8]1[c:9]([C:15]([N:16]([CH2:17][CH2:18][c:19]2[cH:20][c:21]([C:25]([F:26])([F:27])[F:28])[cH:22][cH:23][cH:24]2)[CH2:29][c:30]2[cH:31][cH:32][c:33]([C:36]([CH3:37])([CH3:38])[CH3:39])[cH:34][cH:35]2)=[O:40])[cH:10][c:11]([Cl:14])[cH:12][cH:13]1)=[O:41].[CH3:42][CH2:43][OH:44]>>[O:3]=[C:4]([CH2:5][CH2:6][NH:7][c:8]1[c:9]([C:15]([N:16]([CH2:17][CH2:18][c:19]2[cH:20][c:21]([C:25]([F:26])([F:27])[F:28])[cH:22][cH:23][cH:24]2)[CH2:29][c:30]2[cH:31][cH:32][c:33]([C:36]([CH3:37])([CH3:38])[CH3:39])[cH:34][cH:35]2)=[O:40])[cH:10][c:11]([Cl:14])[cH:12][cH:13]1)[OH:41].